Dataset: the Open Reaction Database (ORD), a public repository of structured organic reaction records. Task: describe an organic reaction: reactants, conditions, products, and yield The product is CN1C(=O)CCc2cc(N)ccc21. As a reaction SMILES: [CH3:18][CH2:19][OH:20].[CH3:1][N:2]1[C:3](=[O:15])[CH2:4][CH2:5][c:6]2[cH:7][c:8]([N+:12]([O-:13])=[O:14])[cH:9][cH:10][c:11]21.[Cl-:16].[Fe:22].[NH4+:17].[OH2:21]>>[CH3:1][N:2]1[C:3](=[O:15])[CH2:4][CH2:5][c:6]2[cH:7][c:8]([NH2:12])[cH:9][cH:10][c:11]21. Starting materials: CCO, CN1C(=O)CCc2cc([N+](=O)[O-])ccc21, [Cl-], [Fe], [NH4+], O. Starting materials: C, CCOC(=O)OCC1OC(Oc2nn(C(=O)OCc3ccccc3)c(C)c2Cc2ccc(OC(C)C)cc2)C(O)C(O)C1O, C1CCOC1, [Pd]. The product is CCOC(=O)OCC1OC(Oc2n[nH]c(C)c2Cc2ccc(OC(C)C)cc2)C(O)C(O)C1O. RXN SMILES: [C:50].[CH2:1]([O:2][C:3](=[O:4])[n:11]1[n:12][c:13]([O:28][CH:29]2[CH:30]([OH:31])[CH:32]([OH:33])[CH:34]([OH:35])[CH:36]([CH2:38][O:39][C:40](=[O:41])[O:42][CH2:43][CH3:44])[O:37]2)[c:14]([CH2:17][c:18]2[cH:19][cH:20][c:21]([O:24][CH:25]([CH3:26])[CH3:27])[cH:22][cH:23]2)[c:15]1[CH3:16])[c:5]1[cH:6][cH:7][cH:8][cH:9][cH:10]1.[O:45]1[CH2:46][CH2:47][CH2:48][CH2:49]1.[Pd:51]>>[nH:11]1[n:12][c:13]([O:28][CH:29]2[CH:30]([OH:31])[CH:32]([OH:33])[CH:34]([OH:35])[CH:36]([CH2:38][O:39][C:40](=[O:41])[O:42][CH2:43][CH3:44])[O:37]2)[c:14]([CH2:17][c:18]2[cH:19][cH:20][c:21]([O:24][CH:25]([CH3:26])[CH3:27])[cH:22][cH:23]2)[c:15]1[CH3:16].